This data is from the Open Reaction Database (ORD), a public repository of structured organic reaction records. The task is: describe an organic reaction: reactants, conditions, products, and yield Starting materials: CC(C)(C)OC(=O)N1CCNC(=O)C1, O=C([O-])[O-], CNCCNC, Cc1ccccc1, CCOC(C)=O, I[Cu]I, COC(=O)c1ccc(I)cc1, [K+], [K+]. Product: COC(=O)c1ccc(N2CCN(C(=O)OC(C)(C)C)CC2=O)cc1. As a reaction SMILES: [C:12](=[O:13])([O:14][C:15]([CH3:16])([CH3:17])[CH3:18])[N:19]1[CH2:20][C:21](=[O:25])[NH:22][CH2:23][CH2:24]1.[C:26](=[O:27])([O-:28])[O-:29].[CH3:32][NH:33][CH2:34][CH2:35][NH:36][CH3:37].[CH3:38][c:39]1[cH:40][cH:41][cH:42][cH:43][cH:44]1.[CH3:45][CH2:46][O:47][C:48](=[O:49])[CH3:50].[Cu:51]([I:52])[I:53].[I:1][c:2]1[cH:3][cH:4][c:5]([C:6](=[O:7])[O:8][CH3:9])[cH:10][cH:11]1.[K+:30].[K+:31]>>[c:2]1([N:22]2[C:21](=[O:25])[CH2:20][N:19]([C:12](=[O:13])[O:14][C:15]([CH3:16])([CH3:17])[CH3:18])[CH2:24][CH2:23]2)[cH:3][cH:4][c:5]([C:6](=[O:7])[O:8][CH3:9])[cH:10][cH:11]1. Run at temperature 120 celsius, time 8 hour. RXN SMILES: [CH2:1]([N:8]1[C:13]([C:14]2[C:18]([Cl:19])=[C:17]([O:20][CH:21]([F:23])[F:22])[N:16]([CH3:24])[N:15]=2)=[C:12]([F:25])[CH:11]=[C:10]([Cl:26])[C:9]1=O)[C:2]1[CH:7]=[CH:6][CH:5]=[CH:4][CH:3]=1.C1(C)C=CC=CC=1.COC1C=CC(P2(SP(C3C=CC(OC)=CC=3)(=S)S2)=[S:44])=CC=1>C(Cl)Cl>[CH2:1]([N:8]1[C:13]([C:14]2[C:18]([Cl:19])=[C:17]([O:20][CH:21]([F:23])[F:22])[N:16]([CH3:24])[N:15]=2)=[C:12]([F:25])[CH:11]=[C:10]([Cl:26])[C:9]1=[S:44])[C:2]1[CH:7]=[CH:6][CH:5]=[CH:4][CH:3]=1. Product: C(C1=CC=CC=C1)N1C(C(=CC(=C1C1=NN(C(=C1Cl)OC(F)F)C)F)Cl)=S (1-Benzyl-3-chloro-6-(4-chloro-5-difluoromethoxy-1-methyl-[1H]-pyrazol-3-yl)-5-fluoro-[1H]-pyridine-2-thione). Run in C(Cl)Cl (methylene chloride). Yield: 61.6%. Reported procedure: 0.50 g of 1-benzyl-3-chloro-6-(4-chloro-5-difluoromethoxy-1-methyl-[1H]-pyrazol-3-yl)-5-fluoro-[1H]-pyridin-2-one is introduced into 5 ml of toluene, 0.63 g of Lawesson's reagent is added and the resulting yellow suspension is stirred overnight at 120° C. The next day, the mixture is cooled to 22° C., diluted with methylene chloride and, after the addition of 3 g of silica gel, concentrated to dryness in vacuo. The silica gel is applied to a flash chromatography column and eluted first with tolu... The reactants are C(C1=CC=CC=C1)N1C(C(=CC(=C1C1=NN(C(=C1Cl)OC(F)F)C)F)Cl)=O (1-benzyl-3-chloro-6-(4-chloro-5-difluoromethoxy-1-methyl-[1H]-pyrazol-3-yl)-5-fluoro-[1H]-pyridin-2-one), C1(=CC=CC=C1)C (toluene), COC=1C=CC(=CC1)P2(=S)SP(=S)(S2)C=3C=CC(=CC3)OC (Lawesson's reagent).